This data is from the Open Reaction Database (ORD), a public repository of structured organic reaction records. The task is: describe an organic reaction: reactants, conditions, products, and yield The reactants are ClC1=CC=C(S1)C1=NN(C=C1C1=NC(=NC=C1)S(=O)(=O)C)C(C)C (4-[3-(5-chloro-2-thienyl)-1-isopropyl-1H-pyrazol-4-yl]-2-(methylsulfonyl)pyrimidine), C(C1=CC=CC=C1)N (benzylamine). Run at time 8 hour. Product: C(C1=CC=CC=C1)NC1=NC=CC(=N1)C=1C(=NN(C1)C(C)C)C=1SC(=CC1)Cl (N-benzyl-4-[3-(5-chloro-2-thienyl)-1-isopropyl-1H-pyrazol-4-yl]pyrimidin-2-amine). The yield is 96.0%. Reaction SMILES: [Cl:1][C:2]1[S:6][C:5]([C:7]2[C:11]([C:12]3[CH:17]=[CH:16][N:15]=[C:14](S(C)(=O)=O)[N:13]=3)=[CH:10][N:9]([CH:22]([CH3:24])[CH3:23])[N:8]=2)=[CH:4][CH:3]=1.[CH2:25]([NH2:32])[C:26]1[CH:31]=[CH:30][CH:29]=[CH:28][CH:27]=1>>[CH2:25]([NH:32][C:14]1[N:13]=[C:12]([C:11]2[C:7]([C:5]3[S:6][C:2]([Cl:1])=[CH:3][CH:4]=3)=[N:8][N:9]([CH:22]([CH3:24])[CH3:23])[CH:10]=2)[CH:17]=[CH:16][N:15]=1)[C:26]1[CH:31]=[CH:30][CH:29]=[CH:28][CH:27]=1. Reported procedure: A mixture of 4-[3-(5-chloro-2-thienyl)-1-isopropyl-1H-pyrazol-4-yl]-2-(methylsulfonyl)pyrimidine (1 eq, 5.2 mmol) in 25 mL benzylamine was stirred overnight at room temperature. The solvent was evaporated and the residue was diluted in dichloromethane and washed three times with HCl 1M. The organic layer was then dried over MgSO4 and evaporated to afford 2.3 g of N-benzyl-4-[3-(5-chloro-2-thienyl)-1-isopropyl-1H-pyrazol-4-yl]pyrimidin-2-amine (96% yield).